This data is from the Open Reaction Database (ORD), a public repository of structured organic reaction records. The task is: describe an organic reaction: reactants, conditions, products, and yield Reactants: NC1(CCN(CC1)S(=O)(=O)\C=C\C1=C(C=C(C=C1C)N1C(NC(C1(C)C)=O)=O)C)C(=O)N ((E)-4-amino-1-((4-(5,5-dimethyl-2,4-dioxoimidazolidine-1-yl)-2,6-dimethylstyryl)sulfonyl)piperidine-4-carboxamide). The reagents and catalysts are [OH-].[OH-].[Pd+2] (palladium hydroxide on carbon). Run in CO (methanol), CN(C=O)C (dimethylformamide). Reaction conditions: time 4 hour. Yields the product NC1(CCN(CC1)S(=O)(=O)CCC1=C(C=C(C=C1C)N1C(NC(C1(C)C)=O)=O)C)C(=O)N (4-amino-1-((4-(5,5-dimethyl-2,4-dioxoimidazolidin-1-yl)-2,6-dimethylphenethyl)sulfonyl)piperidin-4-carboxamide). Isolated yield 76.6%. Reaction SMILES: [NH2:1][C:2]1([C:30]([NH2:32])=[O:31])[CH2:7][CH2:6][N:5]([S:8](/[CH:11]=[CH:12]/[C:13]2[C:18]([CH3:19])=[CH:17][C:16]([N:20]3[C:24]([CH3:26])([CH3:25])[C:23](=[O:27])[NH:22][C:21]3=[O:28])=[CH:15][C:14]=2[CH3:29])(=[O:10])=[O:9])[CH2:4][CH2:3]1>CO.CN(C)C=O.[OH-].[OH-].[Pd+2]>[NH2:1][C:2]1([C:30]([NH2:32])=[O:31])[CH2:7][CH2:6][N:5]([S:8]([CH2:11][CH2:12][C:13]2[C:14]([CH3:29])=[CH:15][C:16]([N:20]3[C:24]([CH3:26])([CH3:25])[C:23](=[O:27])[NH:22][C:21]3=[O:28])=[CH:17][C:18]=2[CH3:19])(=[O:9])=[O:10])[CH2:4][CH2:3]1 |f:3.4.5|. Procedure: A mixture of (E)-4-amino-1-((4-(5,5-dimethyl-2,4-dioxoimidazolidine-1-yl)-2,6-dimethylstyryl)sulfonyl)piperidine-4-carboxamide (1.3 g, 2.8 mmol) and palladium hydroxide on carbon (20% Pd) (wetted with approximately 50% water) (1.3 g) in methanol (21 mL) and dimethylformamide (7 mL) was stirred under hydrogen atmosphere at room temperature for four hours. The reaction mixture was filtered and washed, and then the filtrate was concentrated under reduced pressure to afford 4-amino-1-((4-(5,5-dimeth... Starting materials: CC1=C(C(=O)OC2=CC(=CC=C2)C(CCC(=O)OCC2=CC=CC=C2)=O)C(=CC=C1)C (3-(4-(Benzyloxy)-4-oxobutanoyl)phenyl 2,6-dimethylbenzoate). Reagents/catalysts: [Pd] (Pd—C). Run in C(C)(=O)OCC (ethyl acetate). Product: CC1=C(C(=O)OC=2C=C(C=CC2)C(CCC(=O)O)=O)C(=CC=C1)C (4-(3-(2,6-Dimethylbenzoyloxy)phenyl)-4-oxobutanoic acid). Reaction SMILES: [CH3:1][C:2]1[CH:30]=[CH:29][CH:28]=[C:27]([CH3:31])[C:3]=1[C:4]([O:6][C:7]1[CH:12]=[CH:11][CH:10]=[C:9]([C:13](=[O:26])[CH2:14][CH2:15][C:16]([O:18]CC2C=CC=CC=2)=[O:17])[CH:8]=1)=[O:5]>C(OCC)(=O)C.[Pd]>[CH3:31][C:27]1[CH:28]=[CH:29][CH:30]=[C:2]([CH3:1])[C:3]=1[C:4]([O:6][C:7]1[CH:8]=[C:9]([C:13](=[O:26])[CH2:14][CH2:15][C:16]([OH:18])=[O:17])[CH:10]=[CH:11][CH:12]=1)=[O:5]. Reported procedure: To a stirred solution of 3-(4-(Benzyloxy)-4-oxobutanoyl)phenyl 2,6-dimethylbenzoate (Step C, 2.75 g, 6.6 mmol) in ethyl acetate was added Pd—C (5%, 0.230 g) under an argon atmosphere. The starting material was hydrogenated under a H2 atm for 14 hours and filtered through a celite pad. The filtrate was concentrated and purified by flash chromatography on a silica gel column (chloroform:methanol, 92.5:7.5 spiked with acetic acid) to provide the title compound. The reactants are OCCCCCCCCCCCOC1=CC=C(C(=O)O)C=C1 (p-(11-hydroxyundecyloxy)benzoic acid), C(C(=C)C)(=O)O (methacrylic acid), C1(=CC=C(C=C1)S(=O)(=O)O)C (p-toluenesulfonic acid), C1(O)=CC=C(O)C=C1 (hydroquinone). The solvent is C(Cl)(Cl)Cl (chloroform). The product is C(C(=C)C)(=O)OCCCCCCCCCCCOC1=CC=C(C(=O)O)C=C1 (p-(11-methacryloxyundecyloxy)benzoic acid). Isolated yield 79.2%. As a reaction SMILES: [OH:1][CH2:2][CH2:3][CH2:4][CH2:5][CH2:6][CH2:7][CH2:8][CH2:9][CH2:10][CH2:11][CH2:12][O:13][C:14]1[CH:22]=[CH:21][C:17]([C:18]([OH:20])=[O:19])=[CH:16][CH:15]=1.[C:23](O)(=[O:27])[C:24]([CH3:26])=[CH2:25].C1(C)C=CC(S(O)(=O)=O)=CC=1.C1(C=CC(O)=CC=1)O>C(Cl)(Cl)Cl>[C:23]([O:1][CH2:2][CH2:3][CH2:4][CH2:5][CH2:6][CH2:7][CH2:8][CH2:9][CH2:10][CH2:11][CH2:12][O:13][C:14]1[CH:15]=[CH:16][C:17]([C:18]([OH:20])=[O:19])=[CH:21][CH:22]=1)(=[O:27])[C:24]([CH3:26])=[CH2:25]. Procedure: In 200 ml of chloroform were dissolved 15.0 g (48.6 mmol) of the compound (2), 60.0 g (697 mmol) of methacrylic acid, 2.0 g of p-toluenesulfonic acid, and 3.0 g of hydroquinone as polymerization inhibitor. The whole was refluxed for 13 hours under removing water formed. Then, after removal of solvent, the reaction mixture was poured into a plenty of ice-water, and the resulting precipitate was collected by filtration and dried after washing with water. The obtained white solid was recrystallized... The reactants are NC=1C(=NC(=CN1)C1=CCC2(OCCO2)CC1)C1=CC(=C(C(=O)OC)C=C1)F (Methyl 4-(3-amino-6-(1,4-dioxaspiro[4.5]dec-7-en-8-yl)pyrazin-2-yl)-2-fluorobenzoate), [H][H] (hydrogen). The reagents and catalysts are [Pd] (Pd—C). The solvent is CO (MeOH). Run at time 8 hour. Product: NC=1C(=NC(=CN1)C1CCC2(OCCO2)CC1)C1=CC(=C(C(=O)OC)C=C1)F (Methyl 4-(3-amino-6-(1,4-dioxaspiro[4.5]decan-8-yl)pyrazin-2-yl)-2-fluorobenzoate). As a reaction SMILES: [NH2:1][C:2]1[C:3]([C:18]2[CH:27]=[CH:26][C:21]([C:22]([O:24][CH3:25])=[O:23])=[C:20]([F:28])[CH:19]=2)=[N:4][C:5]([C:8]2[CH2:17][CH2:16][C:11]3([O:15][CH2:14][CH2:13][O:12]3)[CH2:10][CH:9]=2)=[CH:6][N:7]=1.[H][H]>CO.[Pd]>[NH2:1][C:2]1[C:3]([C:18]2[CH:27]=[CH:26][C:21]([C:22]([O:24][CH3:25])=[O:23])=[C:20]([F:28])[CH:19]=2)=[N:4][C:5]([CH:8]2[CH2:17][CH2:16][C:11]3([O:15][CH2:14][CH2:13][O:12]3)[CH2:10][CH2:9]2)=[CH:6][N:7]=1. Procedure details: Methyl 4-(3-amino-6-(1,4-dioxaspiro[4.5]dec-7-en-8-yl)pyrazin-2-yl)-2-fluorobenzoate (6.1 g, 15.83 mmol) was dissolved in MeOH (150 mL) and EtOAc (80 mL) the reaction mixture was flushed with N2 for 15 min, Then Pd—C (DEGASSA) (6 g, 5.64 mmol) was added, the reaction mixture was then charged with hydrogen balloon and stirred at room temperature overnight. The reaction mixture was filtered through Celite, which was washed with EtOAc and methanol. The filtrate was concentrated to yield the crude p... Reactants: CNC, O=C(Nc1sc2c(c1C(=O)O)CC1CCC2O1)c1c(F)cccc1C(F)(F)F. The product is CN(C)C(=O)c1c(NC(=O)c2c(F)cccc2C(F)(F)F)sc2c1CC1CCC2O1. Reaction SMILES: [CH3:29][NH:30][CH3:31].[F:1][c:2]1[c:3]([C:4](=[O:5])[NH:6][c:7]2[s:8][c:9]3[c:15]([c:16]2[C:17](=[O:18])[OH:19])[CH2:14][CH:13]2[CH2:12][CH2:11][CH:10]3[O:20]2)[c:21]([C:25]([F:26])([F:27])[F:28])[cH:22][cH:23][cH:24]1>>[F:1][c:2]1[c:3]([C:4](=[O:5])[NH:6][c:7]2[s:8][c:9]3[c:15]([c:16]2[C:17](=[O:18])[N:30]([CH3:29])[CH3:31])[CH2:14][CH:13]2[CH2:12][CH2:11][CH:10]3[O:20]2)[c:21]([C:25]([F:26])([F:27])[F:28])[cH:22][cH:23][cH:24]1. The reactants are C1(=CC=CC=C1)CN1CC(CC1)CNC1CC1 (1-(phenylmethyl)-N-cyclopropyl-3-pyrrolidinemethanamine), [H][H] (hydrogen). The reagents and catalysts are [Pd] (palladium on carbon). Run in CO (methanol). Product: C1(CC1)NCC1CNCC1 (N-cyclopropyl-3-pyrrolidinemethanamine). The yield is 76.1%. Reaction SMILES: C1(C[N:8]2[CH2:12][CH2:11][CH:10]([CH2:13][NH:14][CH:15]3[CH2:17][CH2:16]3)[CH2:9]2)C=CC=CC=1.[H][H]>[Pd].CO>[CH:15]1([NH:14][CH2:13][CH:10]2[CH2:11][CH2:12][NH:8][CH2:9]2)[CH2:17][CH2:16]1. Procedure: A mixture of 13.6 g (59.0 mmol) of 1-(phenylmethyl)-N-cyclopropyl-3-pyrrolidinemethanamine, 0.5 g of 20% palladium on carbon and 140 ml of methanol was shaken in an atmosphere of hydrogen at about 50 psi and room temperature for 24 hours. The catalyst was removed by filtering through Celite, the filtrate concentrated and distilled in vacuo to give 6.3 g of N-cyclopropyl-3-pyrrolidinemethanamine, bp 88°-90° /13 mm. The reactants are C1(=C(C=CC=C1)CC(=O)O)CC(=O)O (o-phenylenediacetic acid), Cl (hydrochloric acid), NC1[C@@H]2N(C(C(S2)(C)C)C2=NN=NN2)C1=O (6-amino-2,2-dimethyl-3-(5-tetrazolyl)penam), [OH-].[Na+] (sodium hydroxide), Cl.CN(CCCN=C=NCC)C (1-(3-dimethylaminopropyl)-3-ethylcarbodiimide hydrochloride), C(C)C(C(=O)[O-])CCCC.[Na+] (sodium 2-ethylhexanoate). The solvent is C(C)(=O)OCC (ethyl acetate), O (water), C(C)(=O)OCC (ethyl acetate), O (water). Reaction conditions: time 30 minute. Product: C(=O)(O)CC1=C(C=CC=C1)CC(=O)NC1[C@@H]2N(C(C(S2)(C)C)C2=NN=NN2)C1=O (6-(2-[2-(Carboxymethyl)phenyl]acetamido)-2,2-dimethyl-3-(5-tetrazolyl)penam). As a reaction SMILES: [C:1]1([CH2:11][C:12]([OH:14])=O)[CH:6]=[CH:5][CH:4]=[CH:3][C:2]=1[CH2:7][C:8]([OH:10])=[O:9].[OH-].[Na+].Cl.CN(C)CCCN=C=NCC.Cl.[NH2:30][CH:31]1[C:44](=[O:45])[N:33]2[CH:34]([C:39]3[NH:43][N:42]=[N:41][N:40]=3)[C:35]([CH3:38])([CH3:37])[S:36][C@H:32]12.C(C(CCCC)C([O-])=O)C.[Na+]>C(OCC)(=O)C.O>[C:8]([CH2:7][C:2]1[CH:3]=[CH:4][CH:5]=[CH:6][C:1]=1[CH2:11][C:12]([NH:30][CH:31]1[C:44](=[O:45])[N:33]2[CH:34]([C:39]3[NH:40][N:41]=[N:42][N:43]=3)[C:35]([CH3:37])([CH3:38])[S:36][C@H:32]12)=[O:14])([OH:10])=[O:9] |f:1.2,3.4,7.8|. Procedure: An ice-bath cooled, stirred mixture of 1.94 g (10 mmol) of o-phenylenediacetic acid, and 60 ml. of water is adjusted to pH 5.5 by the careful addition of 6N sodium hydroxide. The resulting solution is treated with 1.92 g (10 mmol) of 1-(3-dimethylaminopropyl)-3-ethylcarbodiimide hydrochloride and stirring is continued for 30 minutes, with the pH being maintained at 5.5 by the addition of 6.0N hydrochloric acid. A solution consisting of 2.4 g. (10 mmol) of 6-amino-2,2-dimethyl-3-(5-tetrazolyl)pen...